Dataset: the Open Reaction Database (ORD), a public repository of structured organic reaction records. Task: describe an organic reaction: reactants, conditions, products, and yield Solvent: C(OCC)([O-])[O-] (ethyl ortho-formate). Product: C(C)N(C(C(C(=O)NS(=O)(=O)C1=CC2=CC=CC=C2C=C1)CC1=CC=C(C=C1)N1C=NC2=CC=CC=C2C1=O)=O)CC (N,N-diethyl-N′-(2-naphthylsulfonyl)-2-[4-(4-oxoquinazolin-3 (4H)-yl)benzyl]malonamide). Reactants: NC1=C(C(=O)NC2=CC=C(CC(C(=O)N(CC)CC)C(=O)NS(=O)(=O)C3=CC4=CC=CC=C4C=C3)C=C2)C=CC=C1 (2-{4-[(2-aminobenzoyl)amino]benzyl}-N,N-diethyl-N′-(2-naphthylsulfonyl)malonamide), C(C)O.C(C)(=O)O (ethanol acetic acid). As a reaction SMILES: [NH2:1][C:2]1[CH:41]=[CH:40][CH:39]=[CH:38][C:3]=1[C:4]([NH:6][C:7]1[CH:37]=[CH:36][C:10]([CH2:11][CH:12]([C:20]([NH:22][S:23]([C:26]2[CH:35]=[CH:34][C:33]3[C:28](=[CH:29][CH:30]=[CH:31][CH:32]=3)[CH:27]=2)(=[O:25])=[O:24])=[O:21])[C:13]([N:15]([CH2:18][CH3:19])[CH2:16][CH3:17])=[O:14])=[CH:9][CH:8]=1)=[O:5].[CH2:42](O)C.C(O)(=O)C>C([O-])([O-])OCC>[CH2:16]([N:15]([CH2:18][CH3:19])[C:13](=[O:14])[CH:12]([CH2:11][C:10]1[CH:9]=[CH:8][C:7]([N:6]2[C:4](=[O:5])[C:3]3[C:2](=[CH:41][CH:40]=[CH:39][CH:38]=3)[N:1]=[CH:42]2)=[CH:37][CH:36]=1)[C:20]([NH:22][S:23]([C:26]1[CH:35]=[CH:34][C:33]2[C:28](=[CH:29][CH:30]=[CH:31][CH:32]=2)[CH:27]=1)(=[O:25])=[O:24])=[O:21])[CH3:17] |f:1.2|. Reported procedure: The compound (429 mg) obtained in Example 43 was dissolve in a mixed solution (1.5 mL) of ethanol/acetic acid (10/1), ethyl ortho-formate (187 μL) was added, and the mixture was heated under reflux for 7 hr. The reaction mixture was concentrated under reduced pressure, and the residue was purified by silica gel column chromatography to give the title compound (175 mg) as a white solid. Reactants: NC=1C=CC2=C(N(C(CCC2(C)C)=O)CCOC)C1 (8-Amino-1-(2-methoxy-ethyl)-5,5-dimethyl-1,3,4,5-tetrahydro-benzo[b]azepin-2-one), ClC1=NC=C(C(=N1)NC1=C(C=C(C=C1)N1CCOCC1)OC)Cl ((2,5-Dichloro-pyrimidin-4-yl)-(2-methoxy-4-morpholin-4-yl-phenyl)-amine). The product is ClC=1C(=NC(=NC1)NC=1C=CC2=C(N(C(CCC2(C)C)=O)CCOC)C1)NC1=C(C=C(C=C1)N1CCOCC1)OC (8-[5-Chloro-4-(2-methoxy-4-morpholin-4-yl-phenylamino)-pyrimidin-2-ylamino]-1-(2-methoxy-ethyl)-5,5-dimethyl-1,3,4,5-tetrahydro-benzo[b]azepin-2-one), solid. Yield: 51.0%. Reaction SMILES: [NH2:1][C:2]1[CH:3]=[CH:4][C:5]2[C:11]([CH3:13])([CH3:12])[CH2:10][CH2:9][C:8](=[O:14])[N:7]([CH2:15][CH2:16][O:17][CH3:18])[C:6]=2[CH:19]=1.Cl[C:21]1[N:26]=[C:25]([NH:27][C:28]2[CH:33]=[CH:32][C:31]([N:34]3[CH2:39][CH2:38][O:37][CH2:36][CH2:35]3)=[CH:30][C:29]=2[O:40][CH3:41])[C:24]([Cl:42])=[CH:23][N:22]=1>>[Cl:42][C:24]1[C:25]([NH:27][C:28]2[CH:33]=[CH:32][C:31]([N:34]3[CH2:35][CH2:36][O:37][CH2:38][CH2:39]3)=[CH:30][C:29]=2[O:40][CH3:41])=[N:26][C:21]([NH:1][C:2]2[CH:3]=[CH:4][C:5]3[C:11]([CH3:13])([CH3:12])[CH2:10][CH2:9][C:8](=[O:14])[N:7]([CH2:15][CH2:16][O:17][CH3:18])[C:6]=3[CH:19]=2)=[N:22][CH:23]=1. Procedure details: The title compound was prepared with a procedure analogous to that used to prepare example 381 by combining 8-Amino-1-(2-methoxy-ethyl)-5,5-dimethyl-1,3,4,5-tetrahydro-benzo[b]azepin-2-one and (2,5-Dichloro-pyrimidin-4-yl)-(2-methoxy-4-morpholin-4-yl-phenyl)-amine to yield an off-white solid (51%). LCMS: m/z=581.26 (M+H+), 1H NMR (400 MHz, CDCl3) δ 8.22 (dd, 1H, J=8.8, 1.3 Hz), 8.04 (d, 1H, J=1.5 Hz), 7.78 (m, 1H), 7.60 (d, 2H, J=6.6 Hz), 7.38 (m, 1H), 7.27 (m, 1H), 6.53 (m, 1H), 6.42 (m, 1H), 3... Reactants: ( A1 ), O=C[C@H](O)[C@@H](O)[C@H](O)[C@H](O)CO (dextrose), O1C(=NCC1)C1=CC=C(OCCCCCCCC2=CC(=NO2)C)C=C1 (5-{7-[4-(4,5-Dihydro-2-oxazolyl)phenoxy]heptyl}-3-methylisoxazole). Run in three. Run at time 24 hour. Yields the product O1C(=NCC1)C1=CC=C(OCCCCCCCC2=CC(=NO2)CO)C=C1 (5-{7-[4-(4,5-dihydro-2-oxazolyl)phenoxy]heptyl}-3-isoxazolemethanol). RXN SMILES: [O:1]1[CH2:5][CH2:4][N:3]=[C:2]1[C:6]1[CH:25]=[CH:24][C:9]([O:10][CH2:11][CH2:12][CH2:13][CH2:14][CH2:15][CH2:16][CH2:17][C:18]2[O:22][N:21]=[C:20]([CH3:23])[CH:19]=2)=[CH:8][CH:7]=1.[O:26]=C[C@@H]([C@H]([C@@H]([C@@H](CO)O)O)O)O>>[O:1]1[CH2:5][CH2:4][N:3]=[C:2]1[C:6]1[CH:7]=[CH:8][C:9]([O:10][CH2:11][CH2:12][CH2:13][CH2:14][CH2:15][CH2:16][CH2:17][C:18]2[O:22][N:21]=[C:20]([CH2:23][OH:26])[CH:19]=2)=[CH:24][CH:25]=1. Procedure: 5-{7-[4-(4,5-Dihydro-2-oxazolyl)phenoxy]heptyl}-3-methylisoxazole (Example 1c) (1 g) was added to each of three 10-liter fermentation tanks containing a culture of Aspergillus niger (A1) in soy-dextrose medium. After 24 hours, thin layer chromatography showed essentially complete conversion to a more polar product. The total fermentation brews were extracted with two volumes each of dichloromethane. These were combined and concentrated in vacuo. The concentrate was washed with 0.05N sodium hydro...